This data is from the Open Reaction Database (ORD), a public repository of structured organic reaction records. The task is: describe an organic reaction: reactants, conditions, products, and yield The reactants are FC1=C(C=CC=C1)C=1C=NC(NN1)=O (6-(o-fluorophenyl)-1,2,4-triazin-3(2H)-one), CN(C=O)C (N,N-dimethylformamide), C(Cl)(Cl)Cl (chloroform), P(=O)(Cl)(Cl)Cl (phosphorus oxychloride). Solvent: CCCCCC (hexane). Yields the product ClC=1N=NC(=CN1)C1=C(C=CC=C1)F (3-chloro-6-(o-fluorophenyl)-1,2,4-triazine). Reaction SMILES: [F:1][C:2]1[CH:7]=[CH:6][CH:5]=[CH:4][C:3]=1[C:8]1[CH:9]=[N:10][C:11](=O)[NH:12][N:13]=1.C(Cl)(Cl)[Cl:16].P(Cl)(Cl)(Cl)=O.CN(C)C=O>CCCCCC>[Cl:16][C:11]1[N:12]=[N:13][C:8]([C:3]2[CH:4]=[CH:5][CH:6]=[CH:7][C:2]=2[F:1])=[CH:9][N:10]=1. Procedure: A suspension of 42.4 g. of 6-(o-fluorophenyl)-1,2,4-triazin-3(2H)-one in 350 ml. of chloroform is refluxed overnight, cooled in an ice bath, and 350 ml. of phosphorus oxychloride followed by 2.6 g. of N,N-dimethylformamide are added. The mixture is refluxed for 4.5 hours, cooled and concentrated to a brown oil. This oil is dissolved in methylene chloride, poured onto ice and made basic, giving a brown solid. The mixture is filtered and the filtrate is passed through a silica gel column giving a ... Reactants: C[C@@]1(NC(OC1)=O)CCC=1NC(=CC1)C(CCCCC1=CC=CC=C1)=O ((4R)-4-methyl-4-{2-[5-(5-phenylpentanoyl)pyrrol-2-yl]ethyl}-1,3-oxazolidin-2-one), CO (methanol), O1CCCC1 (tetrahydrofuran), [OH-].[Na+] (sodium hydroxide). Solvent: O (water), O (water). Yields the product N[C@@](CO)(CCC=1NC(=CC1)C(CCCCC1=CC=CC=C1)=O)C ((2R)-2-Amino-2-methyl-4-[5-(5-phenylpentanoyl)pyrrol-2-yl]butan-1-ol). The yield is 76.1%. RXN SMILES: [CH3:1][C@@:2]1([CH2:8][CH2:9][C:10]2[NH:11][C:12]([C:15](=[O:26])[CH2:16][CH2:17][CH2:18][CH2:19][C:20]3[CH:25]=[CH:24][CH:23]=[CH:22][CH:21]=3)=[CH:13][CH:14]=2)[CH2:6][O:5]C(=O)[NH:3]1.CO.O1CCCC1.[OH-].[Na+]>O>[NH2:3][C@:2]([CH3:1])([CH2:8][CH2:9][C:10]1[NH:11][C:12]([C:15](=[O:26])[CH2:16][CH2:17][CH2:18][CH2:19][C:20]2[CH:21]=[CH:22][CH:23]=[CH:24][CH:25]=2)=[CH:13][CH:14]=1)[CH2:6][OH:5] |f:3.4|. Reported procedure: To a solution of (4R)-4-methyl-4-{2-[5-(5-phenylpentanoyl)pyrrol-2-yl]ethyl}-1,3-oxazolidin-2-one (41.0 mg, 0.12 mmol) obtained in Example (42a) in a mixed solvent of methanol (2 ml), tetrahydrofuran (2 ml) and water (2 ml) was added 10N aqueous sodium hydroxide solution (0.12 ml, 1.17 mmol), and the resulting mixture was refluxed for 4 days. After cooling to room temperature, water was added to the reaction mixture, and the resulting mixture was extracted with ethyl acetate. The extract was was...